The task is: describe an organic reaction: reactants, conditions, products, and yield. This data is from the Open Reaction Database (ORD), a public repository of structured organic reaction records. The reactants are ClC1=CC(=C(C(=C1)CO)O)CO (4-chloro-2,6-bis(hydroxymethyl)phenol), dialdehyde. The reagents and catalysts are [O-2].[O-2].[Mn+4] (manganese dioxide). Solvent: C(Cl)(Cl)Cl (chloroform). The product is ClC1=CC(=C(C(C=O)=C1)O)C=O (5-chloro-3-formyl-salicylaldehyde). RXN SMILES: [Cl:1][C:2]1[CH:7]=[C:6]([CH2:8][OH:9])[C:5]([OH:10])=[C:4]([CH2:11][OH:12])[CH:3]=1>C(Cl)(Cl)Cl.[O-2].[O-2].[Mn+4]>[Cl:1][C:2]1[CH:3]=[C:4]([CH:11]=[O:12])[C:5]([OH:10])=[C:6]([CH:8]=[O:9])[CH:7]=1 |f:2.3.4|. Reported procedure: To a stirred suspension of diol (Step 1) (33.0 g, 0.18 mole) in chloroform (1.5 L) in a 2 L round bottom flask was added manganese dioxide (139 g, 1.60 mole) and the resulting suspension heated to a gentle reflux for 10 hours. The reaction was allowed to cool to room temperature, was filtered through diatomaceous earth, concentrated in vacuo, presorbed on silica gel and purified by flash chromatography (hexane/ethyl acetate) yielding the as a mustard colored powder dialdehyde (22.42 g, 67%): mp ...